Dataset: the Open Reaction Database (ORD), a public repository of structured organic reaction records. Task: describe an organic reaction: reactants, conditions, products, and yield Reactants: CC(=CCC1=C(C)CCCC1(C)C)CBr, C1CCOC1, CN(C)P(=O)(N(C)C)N(C)C, CC(=O)O, CC(C)[N-]C(C)C, [Li+]. Product: CC(=CCC1=C(C)CCCC1(C)C)CCC(=O)O. Reaction SMILES: [Br:24][CH2:25][C:26](=[CH:27][CH2:28][C:29]1=[C:30]([CH3:37])[CH2:31][CH2:32][CH2:33][C:34]1([CH3:35])[CH3:36])[CH3:38].[CH2:39]1[O:40][CH2:41][CH2:42][CH2:43]1.[CH3:13][N:14]([CH3:15])[P:16](=[O:17])([N:18]([CH3:19])[CH3:20])[N:21]([CH3:22])[CH3:23].[CH3:1][C:2]([OH:3])=[O:4].[CH:5]([N-:6][CH:7]([CH3:8])[CH3:9])([CH3:10])[CH3:11].[Li+:12]>>[CH2:1]([C:2]([OH:3])=[O:4])[CH2:25][C:26](=[CH:27][CH2:28][C:29]1=[C:30]([CH3:37])[CH2:31][CH2:32][CH2:33][C:34]1([CH3:35])[CH3:36])[CH3:38]. Reactants: CCOC(C)=O, CC(=O)O, [H][H], CC(Cc1ccc(OCC(N)=O)cc1)NCC(OCCO)c1ccc(OCc2ccccc2)cc1. Product: CC(Cc1ccc(OCC(N)=O)cc1)NCC(OCCO)c1ccc(O)cc1. Reaction SMILES: [CH3:38][CH2:39][O:40][C:41](=[O:42])[CH3:43].[CH3:44][C:45](=[O:46])[OH:47].[H:36][H:37].[NH2:1][C:2](=[O:3])[CH2:4][O:5][c:6]1[cH:7][cH:8][c:9]([CH2:12][CH:13]([CH3:14])[NH:15][CH2:16][CH:17]([O:18][CH2:19][CH2:20][OH:21])[c:22]2[cH:23][cH:24][c:25]([O:28][CH2:29][c:30]3[cH:31][cH:32][cH:33][cH:34][cH:35]3)[cH:26][cH:27]2)[cH:10][cH:11]1>>[NH2:1][C:2](=[O:3])[CH2:4][O:5][c:6]1[cH:7][cH:8][c:9]([CH2:12][CH:13]([CH3:14])[NH:15][CH2:16][CH:17]([O:18][CH2:19][CH2:20][OH:21])[c:22]2[cH:23][cH:24][c:25]([OH:28])[cH:26][cH:27]2)[cH:10][cH:11]1. The reactants are solution, C(CCC)[Li] (butyl lithium), BrC(=C[C@@H]1CC[C@H](CC1)CCCC)Br (trans-1-(2,2-dibromovinyl)-4-butylcyclohexane), O (water), Cl (hydrochloric acid). Solvent: CCCCCC (hexane), O1CCCC1 (tetrahydrofuran). Conditions: temperature -70 celsius, time 2 hour. The product is C(#C)[C@@H]1CC[C@H](CC1)CCCC (trans-1-ethynyl-4-butylcyclohexane). Yield: 92.4%. Reaction SMILES: Br[C:2](Br)=[CH:3][C@H:4]1[CH2:9][CH2:8][C@H:7]([CH2:10][CH2:11][CH2:12][CH3:13])[CH2:6][CH2:5]1.C([Li])CCC.O.Cl>O1CCCC1.CCCCCC>[C:3]([C@H:4]1[CH2:9][CH2:8][C@H:7]([CH2:10][CH2:11][CH2:12][CH3:13])[CH2:6][CH2:5]1)#[CH:2]. Procedure: A solution of 162.1 g of trans-1-(2,2-dibromovinyl)-4-butylcyclohexane in 1.3 l of absolute tetrahydrofuran was cooled to -75° C. under nitrogen gasification and treated dropwise within 1 hour with 690 ml of a 1.6M solution of butyl lithium in hexane. The mixture was subsequently stirred at -70° C. for a further 2 hours, then poured into 1.5 l of water, neutralized with concentrated hydrochloric acid and extracted twice with 1 l of hexane each time. The combined organic phases were washed with 5... Reported procedure: To an N,N-dimethylformamide (20.0 mL) solution of 2-fluoro-4-hydroxy-benzaldehyde (1.48 g, 10.2 mmol) was added sodium hydride (411 mg, 10.3 mmol, 60% in oil) under nitrogen atmosphere at 0° C., which was stirred for 20 minutes at room temperature. 2-Chloromethyl-5-fluoro-pyridine (1.20 g, 8.56 mmol) described in Manufacturing Example 41-1-2 was then added at room temperature, and stirred for 30 minutes at 80° C. Water was added at room temperature to the reaction solution, which was then extrac... Yields the product FC1=C(C=O)C=CC(=C1)OCC1=NC=C(C=C1)F (2-Fluoro-4-(5-fluoro-pyridin-2-ylmethoxy)-benzaldehyde). Run in O (Water). Run at time 20 minute. RXN SMILES: CN(C)C=O.[F:6][C:7]1[CH:14]=[C:13]([OH:15])[CH:12]=[CH:11][C:8]=1[CH:9]=[O:10].[H-].[Na+].Cl[CH2:19][C:20]1[CH:25]=[CH:24][C:23]([F:26])=[CH:22][N:21]=1>O>[F:6][C:7]1[CH:14]=[C:13]([O:15][CH2:19][C:20]2[CH:25]=[CH:24][C:23]([F:26])=[CH:22][N:21]=2)[CH:12]=[CH:11][C:8]=1[CH:9]=[O:10] |f:2.3|. Reactants: CN(C=O)C (N,N-dimethylformamide), FC1=C(C=O)C=CC(=C1)O (2-fluoro-4-hydroxy-benzaldehyde), [H-].[Na+] (sodium hydride), ClCC1=NC=C(C=C1)F (2-Chloromethyl-5-fluoro-pyridine). The yield is 42.2%. Reactants: C(=O)(O)[O-].[Na+] (NaHCO3), N1=CC=C(C=C1)B(O)O (Pyridin-4-ylboronic acid), BrC1=CC=C(C=C1)I (1-bromo-4-iodobenzene), C(=O)([O-])[O-].[Na+].[Na+] (Na2CO3). Reagents/catalysts: C1=CC=C(C=C1)P([C-]2C=CC=C2)C3=CC=CC=C3.C1=CC=C(C=C1)P([C-]2C=CC=C2)C3=CC=CC=C3.Cl[Pd]Cl.[Fe+2] (PdCl2(dppf)). Solvent: CN(C)C=O (DMF). Run at temperature 80 celsius, time 8 hour. The product is BrC1=CC=C(C=C1)C1=CC=NC=C1 (4-(4-bromophenyl)pyridine). RXN SMILES: [N:1]1[CH:6]=[CH:5][C:4](B(O)O)=[CH:3][CH:2]=1.[Br:10][C:11]1[CH:16]=[CH:15][C:14](I)=[CH:13][CH:12]=1.C([O-])([O-])=O.[Na+].[Na+].C([O-])(O)=O.[Na+]>CN(C=O)C.C1C=CC(P(C2C=CC=CC=2)[C-]2C=CC=C2)=CC=1.C1C=CC(P(C2C=CC=CC=2)[C-]2C=CC=C2)=CC=1.Cl[Pd]Cl.[Fe+2]>[Br:10][C:11]1[CH:16]=[CH:15][C:14]([C:4]2[CH:5]=[CH:6][N:1]=[CH:2][CH:3]=2)=[CH:13][CH:12]=1 |f:2.3.4,5.6,8.9.10.11|. Procedure: Pyridin-4-ylboronic acid (500 mg, 4.07 mmol), 1-bromo-4-iodobenzene (1.27 g, 4.47 mmol) and 2M Na2CO3 (6.1 ml, 12.2 mmol) were dissolved in 20 ml DMF and the solution was degassed 3 times. PdCl2(dppf) (149 mg, 0.203 mmol) was added and the mixture was stirred overnight at 80° C. The solution was cooled, poured into 100 ml NaHCO3 (sat.) and extracted 3 times with 20 ml ethyl acetate. The combined organic layers were then washed with 4× water, then dried with Na2SO4. 4-(4-bromophenyl)pyridine was ... Reactants: O=C(c1ncc[nH]1)c1ncc[nH]1, Nc1ccc(OCC2CCCN3CCCCC23)cc1, Nc1ccc(Oc2ccccc2)cc1, CN(C)C=O, O. The product is O=C(Nc1ccc(OCC2CCCN3CCCCC23)cc1)Nc1ccc(Oc2ccccc2)cc1. RXN SMILES: [C:15](=[O:16])([c:17]1[nH:18][cH:19][cH:20][n:21]1)[c:22]1[nH:23][cH:24][cH:25][n:26]1.[CH:27]1([CH2:37][O:38][c:39]2[cH:40][cH:41][c:42]([NH2:45])[cH:43][cH:44]2)[CH2:28][CH2:29][CH2:30][N:31]2[CH2:32][CH2:33][CH2:34][CH2:35][CH:36]12.[O:1]([c:2]1[cH:3][cH:4][cH:5][cH:6][cH:7]1)[c:8]1[cH:9][cH:10][c:11]([NH2:12])[cH:13][cH:14]1.[O:47]=[CH:48][N:49]([CH3:50])[CH3:51].[OH2:46]>>[O:1]([c:2]1[cH:3][cH:4][cH:5][cH:6][cH:7]1)[c:8]1[cH:9][cH:10][c:11]([NH:12][C:15](=[O:16])[NH:45][c:42]2[cH:41][cH:40][c:39]([O:38][CH2:37][CH:27]3[CH2:28][CH2:29][CH2:30][N:31]4[CH2:32][CH2:33][CH2:34][CH2:35][CH:36]34)[cH:44][cH:43]2)[cH:13][cH:14]1. Starting materials: O1N=C(C=2C1=NC=CC2)O (isoxazolo[5,4-b]pyridin-3-ol), N(=C=O)CCCCCC (1-isocyanatohexane). Solvent: C1CCOC1 (THF). Yields the product C(CCCCC)NC(=O)N1OC2=NC=CC=C2C1=O (3-Oxo-3H-isoxazolo[5,4-b]pyridine-2-carboxylic acid hexylamide). RXN SMILES: [O:1]1[C:5]2=[N:6][CH:7]=[CH:8][CH:9]=[C:4]2[C:3]([OH:10])=[N:2]1.[N:11]([CH2:14][CH2:15][CH2:16][CH2:17][CH2:18][CH3:19])=[C:12]=[O:13]>C1COCC1>[CH2:14]([NH:11][C:12]([N:2]1[C:3](=[O:10])[C:4]2[C:5](=[N:6][CH:7]=[CH:8][CH:9]=2)[O:1]1)=[O:13])[CH2:15][CH2:16][CH2:17][CH2:18][CH3:19]. Reported procedure: In analogy to example 1c, 100 mg (0.735 mmol) of isoxazolo[5,4-b]pyridin-3-ol were reacted with 112.2 mg (0.88 mmol) of 1-isocyanatohexane in THF at RT. Yield: 100 mg (52%), M+H+: 264.1. Procedure: The title compound was prepared in an analogous fashion to that described infashion to that described in Example 185 using (R)-5-bromo-N-(4-((chlorodifluoromethyl)thio)phenyl)-6-(3-hydroxypyrrolidin-1-yl)nicotinamide (Stage 217.1) and pyrimidin-5-ylboronic acid to afford an off-white foam. HPLC (Condition 4) tR=5.27 min, UPLC-MS (Condition 3) tR=1.00 min, m/z=478.3 [M+H]+; 1H-NMR (400 MHz, DMSO-d6) δ ppm 1.66-1.78 (m, 1H) 1.80-1.90 (m, 1H) 2.88 (d, J=11.34 Hz, 1H) 3.21 (m, J=10.90, 4.30 Hz, 2H) ... Starting materials: BrC=1C(=NC=C(C(=O)NC2=CC=C(C=C2)SC(F)(F)Cl)C1)N1C[C@@H](CC1)O ((R)-5-bromo-N-(4-((chlorodifluoromethyl)thio)phenyl)-6-(3-hydroxypyrrolidin-1-yl)nicotinamide), N1=CN=CC(=C1)B(O)O (pyrimidin-5-ylboronic acid). RXN SMILES: Br[C:2]1[C:3]([N:22]2[CH2:26][CH2:25][C@@H:24]([OH:27])[CH2:23]2)=[N:4][CH:5]=[C:6]([CH:21]=1)[C:7]([NH:9][C:10]1[CH:15]=[CH:14][C:13]([S:16][C:17]([Cl:20])([F:19])[F:18])=[CH:12][CH:11]=1)=[O:8].[N:28]1[CH:33]=[C:32](B(O)O)[CH:31]=[N:30][CH:29]=1>>[Cl:20][C:17]([F:19])([F:18])[S:16][C:13]1[CH:14]=[CH:15][C:10]([NH:9][C:7](=[O:8])[C:6]2[CH:21]=[C:2]([C:32]3[CH:33]=[N:28][CH:29]=[N:30][CH:31]=3)[C:3]([N:22]3[CH2:26][CH2:25][C@@H:24]([OH:27])[CH2:23]3)=[N:4][CH:5]=2)=[CH:11][CH:12]=1. The product is ClC(SC1=CC=C(C=C1)NC(C1=CN=C(C(=C1)C=1C=NC=NC1)N1C[C@@H](CC1)O)=O)(F)F ((R)—N-(4-((Chlorodifluoromethyl)thio)phenyl)-6-(3-hydroxypyrrolidin-1-yl)-5-(pyrimidin-5-yl)nicotinamide). The reactants are BrC=1C=C(C(NC1)=O)C (5-bromo-3-methyl-1H-pyridin-2-one), BrCC1CC1 (bromomethylcyclopropane). The product is BrC=1C=C(C(N(C1)CC1CC1)=O)C (5-bromo-1-(cyclopropylmethyl)-3-methylpyridin-2-one). RXN SMILES: [Br:1][C:2]1[CH:3]=[C:4]([CH3:9])[C:5](=[O:8])[NH:6][CH:7]=1.Br[CH2:11][CH:12]1[CH2:14][CH2:13]1>>[Br:1][C:2]1[CH:3]=[C:4]([CH3:9])[C:5](=[O:8])[N:6]([CH2:11][CH:12]2[CH2:14][CH2:13]2)[CH:7]=1. Procedure: 5-bromo-3-methyl-1H-pyridin-2-one was N-alkylated with bromomethylcyclopropane to give 5-bromo-1-(cyclopropylmethyl)-3-methylpyridin-2-one. 5-bromo-1-(cyclopropylmethyl)-3-methylpyridin-2-one (100 mg, 0.41 mmol), [2-(2,4-difluorophenoxy)-5-(ethylsulfonylamino)phenyl]boronic acid (217 mg, 0.5 mol), K3PO4 (263 mg, 1.24 mmol) and Pd(dppf)Cl2 (30 mg, 41.3 umol) in dioxane (8 mL)/water (1 mL) were purged with N2 and heated at 70-80° C. for 12 h. Preparative HPLC gave the title compound (56.0 mg, 28.6... Reactants: CC=1N=CSC1CCS (2-(4-methyl-5-thiazolyl)-ethyl-mercaptan), CSSC (dimethyldisulphide). Reagents/catalysts: [H-].[Na+] (sodium hydride). Product: CC=1N=CSC1CCSSC ([2-(4-methyl-5-thiazolyl)-ethyl]-methyl-disulphide). The yield is 60.4%. As a reaction SMILES: [CH3:1][C:2]1[N:3]=[CH:4][S:5][C:6]=1[CH2:7][CH2:8][SH:9].[CH3:10][S:11]SC>[H-].[Na+]>[CH3:1][C:2]1[N:3]=[CH:4][S:5][C:6]=1[CH2:7][CH2:8][S:9][S:11][CH3:10] |f:2.3|. Procedure: A mixture of 8.26 g (0.052 mol) of 2-(4-methyl-5-thiazolyl)-ethyl-mercaptan and 33.07 g (0.208 mol) of dimethyldisulphide is treated with 50 mg of sodium hydride (50% dispersion in oil) and the mixture is heated to reflux for 4 hours. The mixture is then left to cool, filtered over 10 g of aluminium oxide (activity I, neutral), which is back-washed with ether, and concentrated in a vacuum. The resulting crude product (9.5 g) is distilled through a Hempel column under a high vacuum, there being o...